This data is from the Open Reaction Database (ORD), a public repository of structured organic reaction records. The task is: describe an organic reaction: reactants, conditions, products, and yield Starting materials: ClC1=C(C=C(COC2CN(CCC2C2=CC=C(C=C2)OCCCOCC2=C(C=CC=C2)OC)C(=O)OC(C)(C)C)C=C1)OCCCOC (tert-butyl 3-[4-chloro-3-(3-methoxypropoxy)benzyloxy]-4-{4-[3-(2-methoxybenzyloxy)propoxy]phenyl}piperidine-1-carboxylate), C(C)(C)(C)P(C1=C(C=CC=C1)C1=CC=CC=C1)C(C)(C)C (2-(di-t-butylphosphino)biphenyl), CC(C)([O-])C.[Na+] (sodium tert-butoxide), N1CCOCC1 (morpholine). The solvent is C1(=CC=CC=C1)C (toluene). Run at temperature 110 celsius, time 16 hour. The product is COC1=C(COCCCOC2=CC=C(C=C2)C2C(CN(CC2)C(=O)OC(C)(C)C)OCC2=CC(=C(C=C2)N2CCOCC2)OCCCOC)C=CC=C1 (tert-Butyl 4-{4-[3-(2-methoxybenzyloxy)propoxy]phenyl}-3-[3-(3-methoxypropoxy)-4-morpholin-4-ylbenzyloxy]piperidine-1-carboxylate), SiO2. RXN SMILES: C(P(C(C)(C)C)C1C=CC=CC=1C1C=CC=CC=1)(C)(C)C.CC(C)([O-])C.[Na+].Cl[C:29]1[CH:69]=[CH:68][C:32]([CH2:33][O:34][CH:35]2[CH:40]([C:41]3[CH:46]=[CH:45][C:44]([O:47][CH2:48][CH2:49][CH2:50][O:51][CH2:52][C:53]4[CH:58]=[CH:57][CH:56]=[CH:55][C:54]=4[O:59][CH3:60])=[CH:43][CH:42]=3)[CH2:39][CH2:38][N:37]([C:61]([O:63][C:64]([CH3:67])([CH3:66])[CH3:65])=[O:62])[CH2:36]2)=[CH:31][C:30]=1[O:70][CH2:71][CH2:72][CH2:73][O:74][CH3:75].[NH:76]1[CH2:81][CH2:80][O:79][CH2:78][CH2:77]1>C1(C)C=CC=CC=1>[CH3:60][O:59][C:54]1[CH:55]=[CH:56][CH:57]=[CH:58][C:53]=1[CH2:52][O:51][CH2:50][CH2:49][CH2:48][O:47][C:44]1[CH:45]=[CH:46][C:41]([CH:40]2[CH2:39][CH2:38][N:37]([C:61]([O:63][C:64]([CH3:67])([CH3:66])[CH3:65])=[O:62])[CH2:36][CH:35]2[O:34][CH2:33][C:32]2[CH:68]=[CH:69][C:29]([N:76]3[CH2:81][CH2:80][O:79][CH2:78][CH2:77]3)=[C:30]([O:70][CH2:71][CH2:72][CH2:73][O:74][CH3:75])[CH:31]=2)=[CH:42][CH:43]=1 |f:1.2|. Procedure details: The mixture of 0.0074 g of 2-(di-t-butylphosphino)biphenyl, 0.017 g of dipalladiumtris (dibenzylidenacetone)-chloroform complex and 0.055 g of sodium tert-butoxide is admixed under argon with the solution of 0.280 g of tert-butyl 3-[4-chloro-3-(3-methoxypropoxy)benzyloxy]-4-{4-[3-(2-methoxybenzyloxy)propoxy]phenyl}piperidine-1-carboxylate (Example 31a) and 0.043 ml of morpholine in 2.0 ml of toluene. The reaction mixture is stirred at 110° C. over 16 hours, subsequently cooled, poured onto water... The reactants are C(C)(=O)OCC (ethyl acetate), [H-].[Al+3].[Li+].[H-].[H-].[H-] (lithium aluminium hydride), O1CCCC1 (tetrahydrofuran), C(CCC)NC=1C=C(C(=O)N)C=C(C1OC1=CC=CC=C1)S(N)(=O)=O (3-n-butylamino-4-phenoxy-5-sulfamylbenzamide). Run in N1=CC=CC=C1 (pyridine), O (water). Reaction conditions: time 30 minute. The product is C(CCC)NC=1C=C(CN)C=C(C1OC1=CC=CC=C1)S(N)(=O)=O (3-n-butylamino-4-phenoxy-5-sulfamylbenzylamine). Reaction SMILES: [H-].[Al+3].[Li+].[H-].[H-].[H-].O1CCCC1.[CH2:12]([NH:16][C:17]1[CH:18]=[C:19]([CH:23]=[C:24]([S:33](=[O:36])(=[O:35])[NH2:34])[C:25]=1[O:26][C:27]1[CH:32]=[CH:31][CH:30]=[CH:29][CH:28]=1)[C:20]([NH2:22])=O)[CH2:13][CH2:14][CH3:15].C(OCC)(=O)C>N1C=CC=CC=1.O>[CH2:12]([NH:16][C:17]1[CH:18]=[C:19]([CH:23]=[C:24]([S:33](=[O:36])(=[O:35])[NH2:34])[C:25]=1[O:26][C:27]1[CH:28]=[CH:29][CH:30]=[CH:31][CH:32]=1)[CH2:20][NH2:22])[CH2:13][CH2:14][CH3:15] |f:0.1.2.3.4.5|. Procedure details: To a mixture of lithium aluminium hydride (1.6 g) and dry tetrahydrofuran (10 ml), a solution of 3-n-butylamino-4-phenoxy-5-sulfamylbenzamide (2.25 g) in dry pyridine (20 ml) is added, and the mixture is refluxed for 16 hours. After cooling, ethyl acetate (1 ml) followed by water (6 ml) are very cautiously added dropwise, whereafter the mixture is stirred for a further 30 minutes. It is then heated on a steambath and filtered hot; the filter-cake is carefully washed with hot 2-methoxyethanol (3 ...